Dataset: the Open Reaction Database (ORD), a public repository of structured organic reaction records. Task: describe an organic reaction: reactants, conditions, products, and yield Reactants: C(=O)([O-])[O-].[Na+].[Na+] (Na2CO3), ClC=1C=NC=C(C1CCl)Cl (3,5-dichloro-4-chloromethyl-pyridine). Run in C(Cl)Cl (DCM), C(Cl)Cl (DCM). Reaction conditions: time 50 hour. Product: ClC=1C=[N+](C=C(C1CCl)Cl)[O-] (3,5-Dichloro-4-chloromethyl-pyridine 1-oxide). RXN SMILES: [Cl:1][C:2]1[CH:3]=[N:4][CH:5]=[C:6]([Cl:10])[C:7]=1[CH2:8][Cl:9].C([O-])([O-])=[O:12].[Na+].[Na+]>C(Cl)Cl>[Cl:1][C:2]1[CH:3]=[N+:4]([O-:12])[CH:5]=[C:6]([Cl:10])[C:7]=1[CH2:8][Cl:9] |f:1.2.3|. Procedure: To a solution of 3,5-dichloro-4-chloromethyl-pyridine (0.55 g, 2.8 mmol) in DCM (10 mL) 3-methyl-benzenecarboperoxoic acid (2.9 g, 16.8 mmol) was added. After stirring for 50 h at room temperature, saturated aqueous Na2CO3 solution (20 mL) and DCM (40 mL) were added to the reaction mixture. The organic layer was dried over Na2SO4, filtered, and concentrated in vacuo. The residue was purified by flash chromatography over silica gel (elution with EA/hexane 1:2) to give the title compound. MS (m/z)... Reactants: CO, N#CC1CCN(c2ccnc(C(F)(F)F)n2)CC1, [NH4+], [OH-]. Product: NCC1CCN(c2ccnc(C(F)(F)F)n2)CC1. RXN SMILES: [CH3:19][OH:20].[F:1][C:2]([c:3]1[n:4][cH:5][cH:6][c:7]([N:9]2[CH2:10][CH2:11][CH:12]([C:15]#[N:16])[CH2:13][CH2:14]2)[n:8]1)([F:17])[F:18].[NH4+:21].[OH-:22]>>[F:1][C:2]([c:3]1[n:4][cH:5][cH:6][c:7]([N:9]2[CH2:10][CH2:11][CH:12]([CH2:15][NH2:16])[CH2:13][CH2:14]2)[n:8]1)([F:17])[F:18]. Starting materials: CS(=O)C1=NN2C(C=N1)=CC=C2C2=C(C=CC=C2)OC (2-Methanesulfinyl-7-(2-methoxy-phenyl)-pyrrolo[2,1-f][1,2,4]triazine), CS(=O)C1=NN2C(C=N1)=CC=C2C2=CC=C(C=C2)S(=O)(=O)C (2-Methanesulfinyl-7-(4-methanesulfonyl-phenyl)-pyrrolo[2,1-f][1,2,4]triazine). The product is CS(=O)(=O)C1=CC=C(C=C1)C1=CC=C2C=NC(=NN21)N2C=NC=1C=NC=CC12 (1-[7-(4-Methanesulfonyl-phenyl)-pyrrolo[2,1-f][1,2,4]triazin-2-yl]-1H-imidazo[4,5-c]pyridine). RXN SMILES: CS([C:4]1[N:9]=[CH:8][C:7]2=CC=[C:12]([C:13]3[CH:18]=CC=CC=3OC)[N:6]2[N:5]=1)=O.CS([C:24]1[N:29]=[CH:28][C:27]2=[CH:30][CH:31]=[C:32]([C:33]3[CH:38]=[CH:37][C:36]([S:39]([CH3:42])(=[O:41])=[O:40])=[CH:35][CH:34]=3)[N:26]2[N:25]=1)=O>>[CH3:42][S:39]([C:36]1[CH:37]=[CH:38][C:33]([C:32]2[N:26]3[C:27]([CH:28]=[N:29][C:24]([N:5]4[C:18]5[CH:13]=[CH:12][N:6]=[CH:7][C:8]=5[N:9]=[CH:4]4)=[N:25]3)=[CH:30][CH:31]=2)=[CH:34][CH:35]=1)(=[O:41])=[O:40]. Reported procedure: The compound was made in an analogous fashion to Example 322 replacing 2-Methanesulfinyl-7-(2-methoxy-phenyl)-pyrrolo[2,1-f][1,2,4]triazine with 2-Methanesulfinyl-7-(4-methanesulfonyl-phenyl)-pyrrolo[2,1-f][1,2,4]triazine to afford 16.33 mg of 1-[7-(4-Methanesulfonyl-phenyl)-pyrrolo[2,1-f][1,2,4]triazin-2-yl]-1H-imidazo[4,5-c]pyridine as a lyophilized powder. (M+H)=391.6. 1H NMR (400 MHz, DMSO, d6) δ 9.53 (m, 3H), 8.81 (m, 1H), 8.62 (d, 1H, J=6.32 Hz), 8.54 (m, 2H), 8.18 (m, 2H), 7.81 (d, 1H, J=... Reaction SMILES: C[O:2][C:3](=[O:29])[C:4]1[C:9]([NH:10][C:11]2[C:20]3[C:15](=[N:16][CH:17]=[CH:18][N:19]=3)[N:14]=[C:13]([C:21]3[CH:26]=[C:25]([Br:27])[CH:24]=[CH:23][C:22]=3[F:28])[N:12]=2)=[CH:8][CH:7]=[N:6][CH:5]=1.[OH-].[Na+]>C1COCC1.CO.O>[Br:27][C:25]1[CH:24]=[CH:23][C:22]([F:28])=[C:21]([C:13]2[N:12]=[C:11]([NH:10][C:9]3[C:4]([C:3]([OH:29])=[O:2])=[CH:5][N:6]=[CH:7][CH:8]=3)[C:20]3[C:15](=[N:16][CH:17]=[CH:18][N:19]=3)[N:14]=2)[CH:26]=1 |f:1.2,3.4.5|. Isolated yield 82.6%. Solvent: C1CCOC1.CO.O (THF MeOH H2O). The product is BrC=1C=CC(=C(C1)C1=NC2=NC=CN=C2C(=N1)NC1=CC=NC=C1C(=O)O)F (4-[[2-(5-Bromo-2-fluorophenyl)pteridin-4-yl]amino]nicotinic acid). Reported procedure: A solution of 4-[[2-(5-bromo-2-fluorophenyl)pteridin-4-yl]amino]nicotinic acid methyl ester 107 (200 mg, 0.439 mmol) and NaOH (44 mg, 1.10 mmol) in THF/MeOH/H2O (3:2:1, 5 mL), was stirred at room temperature for 3 h. The solvent was evaporated, and the residue dissolved in H2O, neutralized with AcOH, filtered off, and successively washed with H2O, MeOH and Ether to give 160 mg of the title product 16 as a yellow powder (LCMS analysis). Reactants: COC(C1=CN=CC=C1NC1=NC(=NC2=NC=CN=C12)C1=C(C=CC(=C1)Br)F)=O (4-[[2-(5-Bromo-2-fluorophenyl)pteridin-4-yl]amino]nicotinic acid methyl ester), [OH-].[Na+] (NaOH). Reactants: CCC(Oc1cc(C)c(-c2ccc(C(C)(C)C)cc2)c(C)c1)c1ccc(C(=O)NCCC(=O)OC)s1, CO, Cl, [Na+], [OH-]. Product: CCC(Oc1cc(C)c(-c2ccc(C(C)(C)C)cc2)c(C)c1)c1ccc(C(=O)NCCC(=O)O)s1. As a reaction SMILES: [CH3:1][O:2][C:3]([CH2:4][CH2:5][NH:6][C:7](=[O:8])[c:9]1[s:10][c:11]([CH:14]([CH2:15][CH3:16])[O:17][c:18]2[cH:19][c:20]([CH3:35])[c:21](-[c:25]3[cH:26][cH:27][c:28]([C:31]([CH3:32])([CH3:33])[CH3:34])[cH:29][cH:30]3)[c:22]([CH3:24])[cH:23]2)[cH:12][cH:13]1)=[O:36].[CH3:40][OH:41].[ClH:39].[Na+:38].[OH-:37]>>[O:2]=[C:3]([CH2:4][CH2:5][NH:6][C:7](=[O:8])[c:9]1[s:10][c:11]([CH:14]([CH2:15][CH3:16])[O:17][c:18]2[cH:19][c:20]([CH3:35])[c:21](-[c:25]3[cH:26][cH:27][c:28]([C:31]([CH3:32])([CH3:33])[CH3:34])[cH:29][cH:30]3)[c:22]([CH3:24])[cH:23]2)[cH:12][cH:13]1)[OH:36]. Starting materials: C(C1=CC=CC=C1)OC1=CC=C(OC(C(C)=O)C)C=C1 (3-(4-Benzyloxyphenoxy)-2-butanone), C(OC)(OC)=O (dimethyl carbonate), [Na] (sodium). Reaction conditions: temperature 85 celsius, time 15 minute. Product: C(C1=CC=CC=C1)OC1=CC=C(OC(C(CC(=O)OC)=O)C)C=C1 (Methyl 4-(4-Benzyloxyphenoxy)-3-oxopentanoate). Reaction SMILES: [CH2:1]([O:8][C:9]1[CH:20]=[CH:19][C:12]([O:13][CH:14]([CH3:18])[C:15](=[O:17])[CH3:16])=[CH:11][CH:10]=1)[C:2]1[CH:7]=[CH:6][CH:5]=[CH:4][CH:3]=1.[Na].[C:22](=O)([O:25]C)[O:23][CH3:24]>>[CH2:1]([O:8][C:9]1[CH:10]=[CH:11][C:12]([O:13][CH:14]([CH3:18])[C:15](=[O:17])[CH2:16][C:22]([O:23][CH3:24])=[O:25])=[CH:19][CH:20]=1)[C:2]1[CH:3]=[CH:4][CH:5]=[CH:6][CH:7]=1 |^1:20|. Reported procedure: 3-(4-Benzyloxyphenoxy)-2-butanone (5.0 g) was dissolved in 25 ml of dimethyl carbonate and added to a 50 ml, three-necked, round-bottom flask fitted with a thermometer, condenser, magnetic stirrer and nitrogen sweep. The solution was heated to 85° C. in an oil bath, then charged with 0.51 g of sodium over a period of 0.5 hour. The resulting clear yellow solution began off-passing after 15 minutes, and then turned a cloudy yellow. After 1 hour, the condenser was replaced with a Vigreux column and... Yields the product CS(=O)(=O)C=1C=C(C=CC1)C1=CC=C(S1)CN(S(=O)(=O)C1=C(C=CC=C1)C(F)(F)F)C (N-[5-(3-methanesulfonyl-phenyl)-thiophen-2-ylmethyl]-N-methyl-2-trifluoromethyl-benzenesulfonamide). Reactants: CS(=O)(=O)C=1C=C(C=CC1)C1=CC=C(S1)CNS(=O)(=O)C1=C(C=CC=C1)C(F)(F)F (N-[5-(3-methanesulfonyl-phenyl)-thiophen-2-ylmethyl]-2-trifluoromethyl-benzenesulfonamide), IC (iodomethane), C([O-])([O-])=O.[Cs+].[Cs+] (cesium carbonate). Reaction SMILES: [CH3:1][S:2]([C:5]1[CH:6]=[C:7]([C:11]2[S:15][C:14]([CH2:16][NH:17][S:18]([C:21]3[CH:26]=[CH:25][CH:24]=[CH:23][C:22]=3[C:27]([F:30])([F:29])[F:28])(=[O:20])=[O:19])=[CH:13][CH:12]=2)[CH:8]=[CH:9][CH:10]=1)(=[O:4])=[O:3].IC.[C:33](=O)([O-])[O-].[Cs+].[Cs+]>CN(C)C(=O)C>[CH3:1][S:2]([C:5]1[CH:6]=[C:7]([C:11]2[S:15][C:14]([CH2:16][N:17]([CH3:33])[S:18]([C:21]3[CH:26]=[CH:25][CH:24]=[CH:23][C:22]=3[C:27]([F:30])([F:28])[F:29])(=[O:20])=[O:19])=[CH:13][CH:12]=2)[CH:8]=[CH:9][CH:10]=1)(=[O:3])=[O:4] |f:2.3.4|. Procedure: In analogy to example 10, step 3, N-[5-(3-methanesulfonyl-phenyl)-thiophen-2-ylmethyl]-2-trifluoromethyl-benzenesulfonamide (example 27, step 1) was reacted with iodomethane and cesium carbonate in N,N-dimethylacetamide to give N-[5-(3-methanesulfonyl-phenyl)-thiophen-2-ylmethyl]-N-methyl-2-trifluoromethyl-benzenesulfonamide as a light yellow semi-solid. MS: 506.9 ([M+H]+) Run in CN(C(C)=O)C (N,N-dimethylacetamide). Reactants: [H][H] (hydrogen), CC(=O)O (AcOH), [H][H] (hydrogen), OC1=CC=2CC3N(C2C=C1)CCC3CC(=O)OC(C)(C)C (tert-butyl 2-(7-hydroxy-2,3,9,9a-tetrahydro-1H-pyrrolo[1,2-a]indol-1-yl)acetate), [H][H] (hydrogen), [H][H] (hydrogen). Reagents/catalysts: [OH-].[OH-].[Pd+2] (Pd(OH)2/C), [OH-].[OH-].[Pd+2] (Pd(OH)2/C), [OH-].[OH-].[Pd+2] (Pd(OH)2/C). Run in C1CCOC1 (THF), CCO (EtOH). Reaction conditions: temperature 50 celsius. Yields the product OC1=CC=2C=C3N(C2C=C1)CCC3CC(=O)OC(C)(C)C (tert-Butyl 2-(7-Hydroxy-2,3-dihydro-1H-pyrrolo[1,2-a]indol-1-yl)acetate). Reaction SMILES: [H][H].CC(O)=O.[OH:7][C:8]1[CH:16]=[CH:15][C:14]2[N:13]3[CH2:17][CH2:18][CH:19]([CH2:20][C:21]([O:23][C:24]([CH3:27])([CH3:26])[CH3:25])=[O:22])[CH:12]3[CH2:11][C:10]=2[CH:9]=1>C1COCC1.CCO.[OH-].[OH-].[Pd+2]>[OH:7][C:8]1[CH:16]=[CH:15][C:14]2[N:13]3[CH2:17][CH2:18][CH:19]([CH2:20][C:21]([O:23][C:24]([CH3:27])([CH3:26])[CH3:25])=[O:22])[C:12]3=[CH:11][C:10]=2[CH:9]=1 |f:5.6.7|. Reported procedure: tert-Butyl-2-(7-(benzyloxy)-2,3-dihydro-1H-pyrrolo[1,2-a]indol-1-ylidene)acetate (1.391 g, 3.70 mmol) was dissolved in THF (25 mL) and 10% palladium on carbon (50% in water, 217 mg) was added. The reaction mixture was placed under 225 psi of hydrogen in a hydrogenation reactor for 24 h. The mixture was filtered and the filtrate was concentrated under reduced pressure to provide tert-butyl 2-(7-(benzyloxy)-2,3-dihydro-1H-pyrrolo[1,2-a]indol-1-yl)acetate. The above material was taken up in a mixtu...